Dataset: the Open Reaction Database (ORD), a public repository of structured organic reaction records. Task: describe an organic reaction: reactants, conditions, products, and yield Reactants: [Al+3], CC(C)=C(C)C, COc1ccccc1, CC(C)[SiH](Cl)C(C)C, [Cl-], [Cl-], [Cl-]. Product: CC(C)C(C)(C)[Si](Cl)(C(C)C)C(C)C. Reaction SMILES: [Al+3:10].[CH3:13][C:14]([CH3:15])=[C:16]([CH3:17])[CH3:18].[CH3:19][O:20][c:21]1[cH:22][cH:23][cH:24][cH:25][cH:26]1.[CH:1]([CH3:2])([CH3:3])[SiH:4]([Cl:5])[CH:6]([CH3:7])[CH3:8].[Cl-:11].[Cl-:12].[Cl-:9]>>[CH:1]([CH3:2])([CH3:3])[Si:4]([Cl:5])([CH:6]([CH3:7])[CH3:8])[C:14]([CH3:13])([CH3:15])[CH:16]([CH3:17])[CH3:18]. The reactants are [Al+3], CCOC(C)=O, [H-], [H-], [H-], [H-], [Li+], [Na+], [Na+], [Na+], O=S(=O)([O-])[O-], C1CCOC1, [OH-], O, CCOC(=O)C1(c2ccncc2)CCN(C(=O)OC(C)(C)C)CC1. Yields the product CC(C)(C)OC(=O)N1CCC(CO)(c2ccncc2)CC1. As a reaction SMILES: [Al+3:26].[CH3:45][CH2:46][O:47][C:48](=[O:49])[CH3:50].[H-:25].[H-:28].[H-:29].[H-:30].[Li+:27].[Na+:32].[Na+:33].[Na+:34].[O-:35][S:36](=[O:37])(=[O:38])[O-:39].[O:40]1[CH2:41][CH2:42][CH2:43][CH2:44]1.[OH-:31].[OH2:51].[n:1]1[cH:2][cH:3][c:4]([C:7]2([C:20](=[O:21])[O:22][CH2:23][CH3:24])[CH2:8][CH2:9][N:10]([C:13](=[O:14])[O:15][C:16]([CH3:17])([CH3:18])[CH3:19])[CH2:11][CH2:12]2)[cH:5][cH:6]1>>[n:1]1[cH:2][cH:3][c:4]([C:7]2([CH2:20][OH:21])[CH2:8][CH2:9][N:10]([C:13](=[O:14])[O:15][C:16]([CH3:17])([CH3:18])[CH3:19])[CH2:11][CH2:12]2)[cH:5][cH:6]1. The reactants are ClC1=C(C=NC2=CC(=C(C=C12)OC)OC)C#N (4-chloro-6,7-dimethoxy-3-quinolinecarbonitrile), Cl.N1=CC=CC=C1 (pyridine hydrochloride), NC=1C(=C(C(=O)O)C=CC1)C (3-amino-2-methylbenzoic acid). Solvent: C(C)OCCO (2-ethoxyethanol). Product: C(#N)C=1C=NC2=CC(=C(C=C2C1NC=1C(=C(C(=O)O)C=CC1)C)OC)OC (3-(3-Cyano-6,7-dimethoxy-quinolin-4-ylamino)-2-methyl-benzoic acid). Isolated yield 24.7%. As a reaction SMILES: Cl[C:2]1[C:11]2[C:6](=[CH:7][C:8]([O:14][CH3:15])=[C:9]([O:12][CH3:13])[CH:10]=2)[N:5]=[CH:4][C:3]=1[C:16]#[N:17].Cl.N1C=CC=CC=1.[NH2:25][C:26]1[C:27]([CH3:35])=[C:28]([CH:32]=[CH:33][CH:34]=1)[C:29]([OH:31])=[O:30]>C(OCCO)C>[C:16]([C:3]1[CH:4]=[N:5][C:6]2[C:11]([C:2]=1[NH:25][C:26]1[C:27]([CH3:35])=[C:28]([CH:32]=[CH:33][CH:34]=1)[C:29]([OH:31])=[O:30])=[CH:10][C:9]([O:12][CH3:13])=[C:8]([O:14][CH3:15])[CH:7]=2)#[N:17] |f:1.2|. Reported procedure: Using an analogous procedure to that described in Example 367, 248.7 mg (1 mmol) of 4-chloro-6,7-dimethoxy-3-quinolinecarbonitrile in 12 mL of 2-ethoxyethanol and in the presence of 115.6 mg (1 mmol) of pyridine hydrochloride was reacted with 196.5 mg (1.3 mmol) of 3-amino-2-methylbenzoic acid to give 89.6 mg (24.7%) of the product as a gray solid, m.p. 242-245° C., mass (electrospray, m/e): M+H 364.0. The reactants are COC(=O)C=1C(=C2C=C(C(N(C2=CN1)CC1=CC=CC=C1)=O)C=1C=NC=CC1)O (1-benzyl-5-hydroxy-2-oxo-3-pyridin-3-yl-1,2-dihydro-[1,7]naphthyridine-6-carboxylic acid methyl ester), BrN1C(CCC1=O)=O (N-bromosuccinimide). Run in C(Cl)Cl (CH2Cl2). The product is COC(=O)C=1C(=C2C=C(C(N(C2=C(N1)Br)CC1=CC=CC=C1)=O)C=1C=NC=CC1)O (1-Benzyl-8-bromo-5-hydroxy-2-oxo-3-pyridin-3-yl-1,2-dihydro-[1,7]naphthyridine-6-carboxylic acid methyl ester). The yield is 50.5%. Reaction SMILES: [CH3:1][O:2][C:3]([C:5]1[C:6]([OH:29])=[C:7]2[C:12](=[CH:13][N:14]=1)[N:11]([CH2:15][C:16]1[CH:21]=[CH:20][CH:19]=[CH:18][CH:17]=1)[C:10](=[O:22])[C:9]([C:23]1[CH:24]=[N:25][CH:26]=[CH:27][CH:28]=1)=[CH:8]2)=[O:4].[Br:30]N1C(=O)CCC1=O>C(Cl)Cl>[CH3:1][O:2][C:3]([C:5]1[C:6]([OH:29])=[C:7]2[C:12](=[C:13]([Br:30])[N:14]=1)[N:11]([CH2:15][C:16]1[CH:21]=[CH:20][CH:19]=[CH:18][CH:17]=1)[C:10](=[O:22])[C:9]([C:23]1[CH:24]=[N:25][CH:26]=[CH:27][CH:28]=1)=[CH:8]2)=[O:4]. Reported procedure: A mixture of 1-benzyl-5-hydroxy-2-oxo-3-pyridin-3-yl-1,2-dihydro-[1,7]naphthyridine-6-carboxylic acid methyl ester (65 mg, 0.17 mmol) and N-bromosuccinimide (31 mg, 0.18 mmol) in CH2Cl2 (0.8 mL) was refluxed for 3 h. Solvent was evaporated in vacuo, and the residue was purified by silica gel chromatography (10-80% EtOAc/hexanes+1% AcOH) to give 40 mg of the title compound. MS: (+) m/z 466.17, 468.12 (M+1, 79/81Br). Starting materials: CC(=O)[O-], CC(=O)c1nc(-c2cccnc2)[nH]c1C, Cl, NO, [Na+], O. Product: CC(=NO)c1nc(-c2cccnc2)[nH]c1C. As a reaction SMILES: [CH3:17][C:18](=[O:19])[O-:20].[CH3:1][c:2]1[c:3]([C:13]([CH3:14])=[O:15])[n:4][c:5](-[c:7]2[cH:8][n:9][cH:10][cH:11][cH:12]2)[nH:6]1.[ClH:21].[NH2:22][OH:23].[Na+:16].[OH2:24]>>[CH3:1][c:2]1[c:3]([C:13]([CH3:14])=[N:22][OH:23])[n:4][c:5](-[c:7]2[cH:8][n:9][cH:10][cH:11][cH:12]2)[nH:6]1.